Dataset: the Open Reaction Database (ORD), a public repository of structured organic reaction records. Task: describe an organic reaction: reactants, conditions, products, and yield The reactants are COC=1C=C2C=C(NC2=CC1)C(=O)O (5-methoxy-1H-indole-2-carboxylic acid), BrC1=CC=CC=C1 (bromobenzene), [OH-].[K+] (potassium hydroxide), ice water. The reagents and catalysts are [Cu]=O (copper (II) oxide). Run in CN(C=O)C (N,N-dimethylformamide). Yields the product COC=1C=C2C=C(N(C2=CC1)C1=CC=CC=C1)C(=O)O (5-Methoxy-1-phenyl-1H-indole-2-carboxylic acid). Yield: 97.0%. As a reaction SMILES: [CH3:1][O:2][C:3]1[CH:4]=[C:5]2[C:9](=[CH:10][CH:11]=1)[NH:8][C:7]([C:12]([OH:14])=[O:13])=[CH:6]2.Br[C:16]1[CH:21]=[CH:20][CH:19]=[CH:18][CH:17]=1.[OH-].[K+]>CN(C)C=O.[Cu]=O>[CH3:1][O:2][C:3]1[CH:4]=[C:5]2[C:9](=[CH:10][CH:11]=1)[N:8]([C:16]1[CH:21]=[CH:20][CH:19]=[CH:18][CH:17]=1)[C:7]([C:12]([OH:14])=[O:13])=[CH:6]2 |f:2.3|. Reported procedure: A mixture of 60.0 g (0.32 mole) of 5-methoxy-1H-indole-2-carboxylic acid, 35.0 ml (52.2 g; 0.32 mole) of bromobenzene, 36.0 g (0.64 mole) of potassium hydroxide, and 10.0 g (0.13 mole) of copper (II) oxide in 750 ml of N,N-dimethylformamide was stirred and heated at reflux under a nitrogen atmosphere for six hours. The cooled reaction mixture was added to 1.5 kg of ice/water and filtered through a bed of Celite filter-aid. Acidification of the filtrate with dilute hydrochloric acid precipitated ... The reactants are O=C(CBr)Nc1ccccc1C(=O)c1ccccc1, CO, N, O. The product is O=C1CN=C(c2ccccc2)c2ccccc2N1. Reaction SMILES: [Br:1][CH2:2][C:3](=[O:4])[NH:5][c:6]1[c:7]([C:8](=[O:9])[c:10]2[cH:11][cH:12][cH:13][cH:14][cH:15]2)[cH:16][cH:17][cH:18][cH:19]1.[CH3:22][OH:23].[NH3:20].[OH2:21]>>[CH2:2]1[C:3](=[O:4])[NH:5][c:6]2[c:7]([cH:16][cH:17][cH:18][cH:19]2)[C:8]([c:10]2[cH:11][cH:12][cH:13][cH:14][cH:15]2)=[N:20]1. The reactants are N(=[N+]=[N-])C=1C=C(C=C(C1)Cl)NC(OC1=CC=CC=C1)=NC#N (N-(3-azido-5-chlorophenyl)-N'-cyanocarbamimidic acid, phenyl ester), C(C)(C)(CC)N (tert-amylamine). Procedure: Step B-2. To a stirred suspension of N-(3-azido-5-chlorophenyl)-N'-cyanocarbamimidic acid, phenyl ester (B-1, 0.705 g, 2.25 mmol) in 10 mL of isopropanol is added tert-amylamine (1.0 mL, 9.02 mmol). The reaction mixture is heated at reflux for 4 hours, cooled and concentrated. The organic residue is purified by flash chromatography using 30% ethyl acetate in hexane as the eluent to afford 0.45 g of N-(3-azido-5-chlorophenyl)-N'-cyano-N"-(1,1-dimethylpropyl)guanidine. (B-2) Mp 147°-149° C.; IR (m... RXN SMILES: [N:1]([C:4]1[CH:5]=[C:6]([NH:11][C:12](=[N:20][C:21]#[N:22])OC2C=CC=CC=2)[CH:7]=[C:8]([Cl:10])[CH:9]=1)=[N+:2]=[N-:3].[C:23]([NH2:28])([CH2:26][CH3:27])([CH3:25])[CH3:24]>C(O)(C)C>[N:1]([C:4]1[CH:5]=[C:6]([NH:11][C:12]([NH:20][C:21]#[N:22])=[N:28][C:23]([CH3:25])([CH3:24])[CH2:26][CH3:27])[CH:7]=[C:8]([Cl:10])[CH:9]=1)=[N+:2]=[N-:3]. Isolated yield 65.4%. Run in C(C)(C)O (isopropanol). Product: N(=[N+]=[N-])C=1C=C(C=C(C1)Cl)NC(=NC(CC)(C)C)NC#N (N-(3-azido-5-chlorophenyl)-N'-cyano-N"-(1,1-dimethylpropyl)guanidine). The product is CC(C)=CCCC(C)=CCCC(C)=CCCl. Reaction SMILES: [CH3:9][S:10][CH3:11].[Cl:1][N:2]1[C:3](=[O:4])[CH2:5][CH2:6][C:7]1=[O:8].[Cl:28][CH2:29][Cl:30].[OH:12][CH2:13][CH:14]=[C:15]([CH3:16])[CH2:17][CH2:18][CH:19]=[C:20]([CH3:21])[CH2:22][CH2:23][CH:24]=[C:25]([CH3:26])[CH3:27]>>[Cl:1][CH2:13][CH:14]=[C:15]([CH3:16])[CH2:17][CH2:18][CH:19]=[C:20]([CH3:21])[CH2:22][CH2:23][CH:24]=[C:25]([CH3:26])[CH3:27]. Starting materials: CSC, O=C1CCC(=O)N1Cl, ClCCl, CC(C)=CCCC(C)=CCCC(C)=CCO. Reactants: CC1(OB(OC1(C)C)C=1C(=NC=CC1)OC1=CC=C(C=C1)N)C (4-(3-(4,4,5,5-tetramethyl-1,3,2-dioxaborolan-2-yl)pyridin-2-yloxy)benzenamine), Br.BrC1=CN=C(S1)N (5-bromothiazol-2-amine hydrobromide), C([O-])([O-])=O.[Na+].[Na+] (sodium carbonate), F[B-](F)(F)F.C(C)(C)(C)[PH+](C(C)(C)C)C(C)(C)C (tri-t-butylphosphonium tetrafluoroborate). Reagents/catalysts: C=1C=CC(=CC1)/C=C/C(=O)/C=C/C2=CC=CC=C2.C=1C=CC(=CC1)/C=C/C(=O)/C=C/C2=CC=CC=C2.C=1C=CC(=CC1)/C=C/C(=O)/C=C/C2=CC=CC=C2.[Pd].[Pd] (tris(dibenzylideneacetone)dipalladium). The solvent is O1CCOCC1 (dioxane). Conditions: temperature 100 celsius, time 5 hour. The product is NC1=CC=C(OC2=NC=CC=C2C2=CN=C(S2)N)C=C1 (5-(2-(4-aminophenoxy)pyridin-3-yl)thiazol-2-amine). RXN SMILES: CC1(C)C(C)(C)OB([C:9]2[C:10]([O:15][C:16]3[CH:21]=[CH:20][C:19]([NH2:22])=[CH:18][CH:17]=3)=[N:11][CH:12]=[CH:13][CH:14]=2)O1.Br.Br[C:26]1[S:30][C:29]([NH2:31])=[N:28][CH:27]=1.C(=O)([O-])[O-].[Na+].[Na+].F[B-](F)(F)F.C([PH+](C(C)(C)C)C(C)(C)C)(C)(C)C>C1C=CC(/C=C/C(/C=C/C2C=CC=CC=2)=O)=CC=1.C1C=CC(/C=C/C(/C=C/C2C=CC=CC=2)=O)=CC=1.C1C=CC(/C=C/C(/C=C/C2C=CC=CC=2)=O)=CC=1.[Pd].[Pd].O1CCOCC1>[NH2:22][C:19]1[CH:18]=[CH:17][C:16]([O:15][C:10]2[C:9]([C:26]3[S:30][C:29]([NH2:31])=[N:28][CH:27]=3)=[CH:14][CH:13]=[CH:12][N:11]=2)=[CH:21][CH:20]=1 |f:1.2,3.4.5,6.7,8.9.10.11.12|. Procedure details: In a 20 mL sealed tube was added dioxane (1.0 mL), purged solvent with nitrogen for 5 minutes and the tube was sealed. 4-(3-(4,4,5,5-tetramethyl-1,3,2-dioxaborolan-2-yl)pyridin-2-yloxy)benzenamine (0.144 g, 0.462 mmol), 5-bromothiazol-2-amine hydrobromide (0.100 g, 0.385 mmol), 2.0M aqueous sodium carbonate (0.385 mL) was added and the tube was purged flask with nitrogen, and again sealed. Tris(dibenzylideneacetone)dipalladium (0) (0.026 g, 0.029 mmol), tri-t-butylphosphonium tetrafluoroborate (...